Dataset: the Open Reaction Database (ORD), a public repository of structured organic reaction records. Task: describe an organic reaction: reactants, conditions, products, and yield The reactants are C(C)N(C1=CC(=C(C=C1)NC(C1=CC(C(=O)N(CCN2CCOCC2)C)=CC=C1)=O)C1=NC=CC(=C1)C(NCC1=CC(=CC=C1)C(F)(F)F)=O)CC (N1-(4-(diethylamino)-2-(4-((3-(trifluoromethyl)benzyl)carbamoyl)pyridin-2-yl)phenyl)-N3-methyl-N3-(2-morpholinoethyl)isophthalamide), CNCCC (N-methylpropan-1-amine). The product is CN(C(C1=CC(C(=O)NC2=C(C=C(C=C2)N(CCC)C)C2=NC=CC(=C2)C(NCC2=CC(=CC=C2)C(F)(F)F)=O)=CC=C1)=O)CCN1CCOCC1 (N1-methyl-N3-(4-(methyl(propyl)amino)-2-(4-((3-(trifluoromethyl)benzyl)carbamoyl)pyridin-2-yl)phenyl)-N1-(2-morpholinoethyl)isophthalamide). As a reaction SMILES: [CH2:1]([N:3]([CH2:51][CH3:52])[C:4]1[CH:9]=[CH:8][C:7]([NH:10][C:11](=[O:30])[C:12]2[CH:29]=[CH:28][CH:27]=[C:14]([C:15]([N:17]([CH3:26])[CH2:18][CH2:19][N:20]3[CH2:25][CH2:24][O:23][CH2:22][CH2:21]3)=[O:16])[CH:13]=2)=[C:6]([C:31]2[CH:36]=[C:35]([C:37](=[O:50])[NH:38][CH2:39][C:40]3[CH:45]=[CH:44][CH:43]=[C:42]([C:46]([F:49])([F:48])[F:47])[CH:41]=3)[CH:34]=[CH:33][N:32]=2)[CH:5]=1)C.[CH3:53]NCCC>>[CH3:26][N:17]([CH2:18][CH2:19][N:20]1[CH2:21][CH2:22][O:23][CH2:24][CH2:25]1)[C:15](=[O:16])[C:14]1[CH:27]=[CH:28][CH:29]=[C:12]([C:11]([NH:10][C:7]2[CH:8]=[CH:9][C:4]([N:3]([CH3:1])[CH2:51][CH2:52][CH3:53])=[CH:5][C:6]=2[C:31]2[CH:36]=[C:35]([C:37](=[O:50])[NH:38][CH2:39][C:40]3[CH:45]=[CH:44][CH:43]=[C:42]([C:46]([F:49])([F:47])[F:48])[CH:41]=3)[CH:34]=[CH:33][N:32]=2)=[O:30])[CH:13]=1. Procedure: This compound was prepared according to the procedure described for the synthesis of N1-(4-(diethylamino)-2-(4-((3-(trifluoromethyl)benzyl)carbamoyl)pyridin-2-yl)phenyl)-N3-methyl-N3-(2-morpholinoethyl)isophthalamide 25, using N-methylpropan-1-amine in place of diethylamine. MS (ES, m/z): 717.3 [M+H]+. The reactants are O=C([O-])[O-], CCc1nc(C=Cc2cn(-c3ccccc3)nc2O)cs1, CN(C)C=O, COc1cc(CCl)ccc1OCc1nc(-c2cccc(C#N)c2)oc1C, [K+], [K+], O. The product is CCc1nc(C=Cc2cn(-c3ccccc3)nc2OCc2ccc(OCc3nc(-c4cccc(C#N)c4)oc3C)c(OC)c2)cs1. RXN SMILES: [C:48](=[O:49])([O-:50])[O-:51].[CH2:27]([CH3:28])[c:29]1[s:30][cH:31][c:32]([CH:34]=[CH:35][c:36]2[c:37]([OH:47])[n:38][n:39](-[c:41]3[cH:42][cH:43][cH:44][cH:45][cH:46]3)[cH:40]2)[n:33]1.[CH3:54][N:55]([CH3:56])[CH:57]=[O:58].[Cl:1][CH2:2][c:3]1[cH:4][c:5]([O:25][CH3:26])[c:6]([O:7][CH2:8][c:9]2[n:10][c:11](-[c:15]3[cH:16][c:17]([C:18]#[N:19])[cH:20][cH:21][cH:22]3)[o:12][c:13]2[CH3:14])[cH:23][cH:24]1.[K+:52].[K+:53].[OH2:59]>>[CH2:2]([c:3]1[cH:4][c:5]([O:25][CH3:26])[c:6]([O:7][CH2:8][c:9]2[n:10][c:11](-[c:15]3[cH:16][c:17]([C:18]#[N:19])[cH:20][cH:21][cH:22]3)[o:12][c:13]2[CH3:14])[cH:23][cH:24]1)[O:47][c:37]1[c:36]([CH:35]=[CH:34][c:32]2[cH:31][s:30][c:29]([CH2:27][CH3:28])[n:33]2)[cH:40][n:39](-[c:41]2[cH:42][cH:43][cH:44][cH:45][cH:46]2)[n:38]1. Starting materials: CS(=O)(=O)OCCCOC1=C(C=C(C=C1C)C1=NOC(=N1)C1=CC(=NC(=C1)OC)C1CCCC1)CC (3-(4-(5-(2-cyclopentyl-6-methoxypyridin-4-yl)-1,2,4-oxadiazol-3-yl)-2-ethyl-6-methylphenoxy)propyl methanesulfonate), N (NH3). Solvent: CO (methanol). The product is C1(CCCC1)C1=NC(=CC(=C1)C1=NC(=NO1)C1=CC(=C(OCCCN)C(=C1)C)CC)OC (3-(4-(5-(2-cyclopentyl-6-methoxypyridin-4-yl)-1,2,4-oxadiazol-3-yl)-2-ethyl-6-methylphenoxy)propan-1-amine). RXN SMILES: CS(O[CH2:6][CH2:7][CH2:8][O:9][C:10]1[C:15]([CH3:16])=[CH:14][C:13]([C:17]2[N:21]=[C:20]([C:22]3[CH:27]=[C:26]([O:28][CH3:29])[N:25]=[C:24]([CH:30]4[CH2:34][CH2:33][CH2:32][CH2:31]4)[CH:23]=3)[O:19][N:18]=2)=[CH:12][C:11]=1[CH2:35][CH3:36])(=O)=O.[NH3:37]>CO>[CH:30]1([C:24]2[CH:23]=[C:22]([C:20]3[O:19][N:18]=[C:17]([C:13]4[CH:14]=[C:15]([CH3:16])[C:10]([O:9][CH2:8][CH2:7][CH2:6][NH2:37])=[C:11]([CH2:35][CH3:36])[CH:12]=4)[N:21]=3)[CH:27]=[C:26]([O:28][CH3:29])[N:25]=2)[CH2:34][CH2:33][CH2:32][CH2:31]1. Procedure: A solution of 3-(4-(5-(2-cyclopentyl-6-methoxypyridin-4-yl)-1,2,4-oxadiazol-3-yl)-2-ethyl-6-methylphenoxy)propyl methanesulfonate (1.30 g, 2.52 mmol) in 7 N NH3 in methanol (30 mL) is stirred at 55° C. for 24 h. The mixture is concentrated and dried to give crude 3-(4-(5-(2-cyclopentyl-6-methoxypyridin-4-yl)-1,2,4-oxadiazol-3-yl)-2-ethyl-6-methylphenoxy)propan-1-amine (1.24 g) as a pale yellow foam; LC-MS: tR=0.95 min, [M+H]+=437.33. The reactants are C(C1=CC=CC=C1)OC1=C(C=C(C=C1)OC[C@@H]1CO1)N(S(=O)(=O)C)C(=O)OC(C)(C)C (4-benzyloxy-3-(N-tert-butoxycarbonyl-N-methylsulfonylamino)-1-((2S)2,3-epoxypropoxy)benzene), C1C(CCC2=CC=CC=C12)CN (1,2,3,4-tetrahydronaphthalen-2-ylmethylamine), Cl (hydrochloric acid), A-436435. Solvent: C(C)O (ethanol), C(C)O (ethanol). Conditions: temperature 50 celsius. Yields the product C(C1=CC=CC=C1)OC1=C(C=C(C=C1)OC[C@H](CNCC1CC2=CC=CC=C2CC1)O)NS(=O)(=O)C (N-[2-Benzyloxy-5-({(2S)-2-hydroxy-3-[(1,2,3,4-tetrahydro-2-naphthalenylmethyl)amino]propyl}oxy)-phenyl]methanesulfonamide). RXN SMILES: [CH2:1]([O:8][C:9]1[CH:14]=[CH:13][C:12]([O:15][CH2:16][C@H:17]2[O:19][CH2:18]2)=[CH:11][C:10]=1[N:20](C(OC(C)(C)C)=O)[S:21]([CH3:24])(=[O:23])=[O:22])[C:2]1[CH:7]=[CH:6][CH:5]=[CH:4][CH:3]=1.[CH2:32]1[C:41]2[C:36](=[CH:37][CH:38]=[CH:39][CH:40]=2)[CH2:35][CH2:34][CH:33]1[CH2:42][NH2:43].Cl>C(O)C>[CH2:1]([O:8][C:9]1[CH:14]=[CH:13][C:12]([O:15][CH2:16][C@@H:17]([OH:19])[CH2:18][NH:43][CH2:42][CH:33]2[CH2:34][CH2:35][C:36]3[C:41](=[CH:40][CH:39]=[CH:38][CH:37]=3)[CH2:32]2)=[CH:11][C:10]=1[NH:20][S:21]([CH3:24])(=[O:22])=[O:23])[C:2]1[CH:3]=[CH:4][CH:5]=[CH:6][CH:7]=1. Procedure: A mixture of 770 mg of 4-benzyloxy-3-(N-tert-butoxycarbonyl-N-methylsulfonylamino)-1-((2S)2,3-epoxypropoxy)benzene (1.71 mmol) and 300 mg (1.8 mmol) of 1,2,3,4-tetrahydronaphthalen-2-ylmethylamine, obtained as described in EP-A-436435, in 20 ml of absolute ethanol is heated under reflux for 16 hours. The mixture is cooled, 3 ml of an ethanol solution saturated with hydrochloric acid are added thereto and the medium is heated at 50° C. for 5 hours. The solvent is evaporated and the medium is take... Reactants: ClC=1C=C(C(=O)O)C=C(N1)OC(C)C (2-chloro-6-isopropoxyisonicotinic acid), CC(C)C[O-].[Na+] (sodium isobutoxide). Conditions: temperature 210 celsius. Yields the product C(C(C)C)OC=1C=C(C(=O)O)C=C(N1)OC(C)C (2-isobutoxy-6-isopropoxyisonicotinic acid). Yield: 25.0%. As a reaction SMILES: Cl[C:2]1[CH:3]=[C:4]([CH:8]=[C:9]([O:11][CH:12]([CH3:14])[CH3:13])[N:10]=1)[C:5]([OH:7])=[O:6].[CH3:15][CH:16]([CH2:18][O-:19])[CH3:17].[Na+]>>[CH2:18]([O:19][C:2]1[CH:3]=[C:4]([CH:8]=[C:9]([O:11][CH:12]([CH3:14])[CH3:13])[N:10]=1)[C:5]([OH:7])=[O:6])[CH:16]([CH3:17])[CH3:15] |f:1.2|. Procedure: To a flask containing 2-chloro-6-isopropoxyisonicotinic acid (1.05 g, 4.83 mmol) was added 28 mL (9.66 mmol) of freshly prepared sodium isobutoxide (0.35 M in isobutanol). This mixture was split evenly into two 20 mL microwave vials and each vial was heated under microwave irradiation at 210° C. for 20 min. The reaction mixture was purified by C18 medium pressure chromatography using a gradient of acetonitrile in water to afford 310 mg (25%) of 2-isobutoxy-6-isopropoxyisonicotinic acid. 1H NMR (... Reactants: ClC1=C(C=NC=2N1N=CC2C(=O)OCC)C(=O)N2CCC(CC2)C2=CC=CC=C2 (7-Chloro-3-ethoxycarbonyl-6-(4-phenylpiperidine-1-carbonyl)pyrazolo[1,5-a]pyrimidine), NC=1C=CC=C2C=CC=NC12 (8-aminoquinoline). Product: C(C)OC(=O)C=1C=NN2C1N=CC(=C2NC=2C=CC=C1C=CC=NC21)C(=O)N2CCC(CC2)C2=CC=CC=C2 (3-Ethoxycarbonyl-6-(4-phenylpiperidine-1-carbonyl)-7-(8-quinolylamino)pyrazolo[1,5-a]pyrimidine). Isolated yield 100.0%. As a reaction SMILES: Cl[C:2]1[N:7]2[N:8]=[CH:9][C:10]([C:11]([O:13][CH2:14][CH3:15])=[O:12])=[C:6]2[N:5]=[CH:4][C:3]=1[C:16]([N:18]1[CH2:23][CH2:22][CH:21]([C:24]2[CH:29]=[CH:28][CH:27]=[CH:26][CH:25]=2)[CH2:20][CH2:19]1)=[O:17].[NH2:30][C:31]1[CH:32]=[CH:33][CH:34]=[C:35]2[C:40]=1[N:39]=[CH:38][CH:37]=[CH:36]2>>[CH2:14]([O:13][C:11]([C:10]1[CH:9]=[N:8][N:7]2[C:2]([NH:30][C:31]3[CH:32]=[CH:33][CH:34]=[C:35]4[C:40]=3[N:39]=[CH:38][CH:37]=[CH:36]4)=[C:3]([C:16]([N:18]3[CH2:23][CH2:22][CH:21]([C:24]4[CH:29]=[CH:28][CH:27]=[CH:26][CH:25]=4)[CH2:20][CH2:19]3)=[O:17])[CH:4]=[N:5][C:6]=12)=[O:12])[CH3:15]. Procedure: In the same manner as in Example 19, step 5 and using 7-chloro-3-ethoxycarbonyl-6-(4-phenylpiperidine-1-carbonyl)pyrazolo[1,5-a]pyrimidine (0.10 g, 0.24 mmol) obtained in Example 19, step 4 and 8-aminoquinoline (0.069 g, 0.48 mmol), the title compound (0.125 g, 99%) was obtained.